This data is from the Open Reaction Database (ORD), a public repository of structured organic reaction records. The task is: describe an organic reaction: reactants, conditions, products, and yield The reactants are BrCc1ccsc1, ClC(Cl)(Cl)Cl, COC(C)OC(C)O, COC(C)OCC[O-], [Na+]. The product is COC(C)OC(C)OCc1ccsc1. As a reaction SMILES: [Br:10][CH2:11][c:12]1[cH:13][s:14][cH:15][cH:16]1.[C:25]([Cl:26])([Cl:27])([Cl:28])[Cl:29].[CH3:17][O:18][CH:19]([CH3:20])[O:21][CH:22]([CH3:23])[OH:24].[CH3:1][O:2][CH:3]([O:4][CH2:5][CH2:6][O-:7])[CH3:8].[Na+:9]>>[CH2:11]([c:12]1[cH:13][s:14][cH:15][cH:16]1)[O:24][CH:22]([O:21][CH:19]([O:18][CH3:17])[CH3:20])[CH3:23]. Reactants: N1CCOCC1 (morpholine), C(C)(C)(C)OC(=O)N1C[C@@H](C[C@@H](C1)N(CC(C)C)C(=O)C=1C(=NC(=NC1)C(C)(C)C)NCC=1OC=CN1)C(=O)O ((3R,5S)-1-(tert-Butoxycarbonyl)-5-[({2-tert-butyl-4-[(1,3-oxazol-2-ylmethyl)amino]pyrimidin-5-yl}carbonyl)(2-methylpropyl)amino]piperidine-3-carboxylic acid), C=1C=CC2=C(C1)N=NN2O (HOBt), CCN=C=NCCCN(C)C.Cl (WSC.HCl). Solvent: C(C)N(CC)CC (triethylamine), C(C)#N (acetonitrile), C(O)([O-])=O.[Na+] (sodium hydrogen carbonate). Conditions: time 15 hour. The product is C(C)(C)(C)C1=NC=C(C(=N1)NCC=1OC=CN1)C(=O)N([C@@H]1CN(C[C@@H](C1)C(=O)N1CCOCC1)C(=O)OC(C)(C)C)CC(C)C (tert-butyl (3S,5R)-3-[({2-tert-butyl-4-[(1,3-oxazol-2-ylmethyl)amino]pyrimidin-5-yl}carbonyl)(2-methylpropyl)amino]-5-(morpholin-4-ylcarbonyl)piperidine-1-carboxylate). Reaction SMILES: [C:1]([O:5][C:6]([N:8]1[CH2:13][C@@H:12]([N:14]([C:19]([C:21]2[C:22]([NH:31][CH2:32][C:33]3[O:34][CH:35]=[CH:36][N:37]=3)=[N:23][C:24]([C:27]([CH3:30])([CH3:29])[CH3:28])=[N:25][CH:26]=2)=[O:20])[CH2:15][CH:16]([CH3:18])[CH3:17])[CH2:11][C@@H:10]([C:38](O)=[O:39])[CH2:9]1)=[O:7])([CH3:4])([CH3:3])[CH3:2].C1C=CC2N(O)N=NC=2C=1.CCN=C=NCCCN(C)C.Cl.[NH:63]1[CH2:68][CH2:67][O:66][CH2:65][CH2:64]1>C(#N)C.C(=O)([O-])O.[Na+].C(N(CC)CC)C>[C:27]([C:24]1[N:23]=[C:22]([NH:31][CH2:32][C:33]2[O:34][CH:35]=[CH:36][N:37]=2)[C:21]([C:19]([N:14]([CH2:15][CH:16]([CH3:18])[CH3:17])[C@H:12]2[CH2:11][C@@H:10]([C:38]([N:63]3[CH2:68][CH2:67][O:66][CH2:65][CH2:64]3)=[O:39])[CH2:9][N:8]([C:6]([O:5][C:1]([CH3:2])([CH3:4])[CH3:3])=[O:7])[CH2:13]2)=[O:20])=[CH:26][N:25]=1)([CH3:29])([CH3:28])[CH3:30] |f:2.3,6.7|. Procedure details: (3R,5S)-1-(tert-Butoxycarbonyl)-5-[({2-tert-butyl-4-[(1,3-oxazol-2-ylmethyl)amino]pyrimidin-5-yl}carbonyl)(2-methylpropyl)amino]piperidine-3-carboxylic acid (125 mg), HOBt (52 mg) and WSC.HCl (64 mg) were dissolved in acetonitrile (3 ml), morpholine (20 μl) and triethylamine (94 μl) were added and the mixture was stirred at room temperature for 15 hr. The reaction mixture was diluted with saturated aqueous sodium hydrogen carbonate, and the mixture was extracted with ethyl acetate. The extract w... Starting materials: CC1(CC1)C(=O)C1=CC=C(C2=C1N1C(=N2)N(CCC1)C=1C(=NC(=CC1)OC)C)Cl (methyl [9-chloro-1-(6-methoxy-2-methylpyridin-3-yl)-1,2,3,4-tetrahydropyrimido[1,2-a]benzimidazol-6-yl](cyclopropyl)methanone), c-propylmagnesium bromide, O1CCCC1 (tetrahydrofuran). Run at time 2 hour. The product is ClC1=CC=C(C=2N3C(=NC21)N(CCC3)C=3C(=NC(=CC3)OC)C)C(O)(C3CC3)C3CC3 ([9-Chloro-1-(6-methoxy-2-methylpyridin-3-yl)-1,2,3,4-tetrahydropyrimido[1,2-a]benzimidazol-6-yl](dicyclopropyl)methanol). Isolated yield 70.0%. Reaction SMILES: C[C:2]1([C:5]([C:7]2[C:12]3[N:13]4[CH2:19][CH2:18][CH2:17][N:16]([C:20]5[C:21]([CH3:28])=[N:22][C:23]([O:26][CH3:27])=[CH:24][CH:25]=5)[C:14]4=[N:15][C:11]=3[C:10]([Cl:29])=[CH:9][CH:8]=2)=[O:6])[CH2:4][CH2:3]1.O1[CH2:34][CH2:33][CH2:32]C1>>[Cl:29][C:10]1[C:11]2[N:15]=[C:14]3[N:16]([C:20]4[C:21]([CH3:28])=[N:22][C:23]([O:26][CH3:27])=[CH:24][CH:25]=4)[CH2:17][CH2:18][CH2:19][N:13]3[C:12]=2[C:7]([C:5]([CH:2]2[CH2:3][CH2:4]2)([CH:32]2[CH2:33][CH2:34]2)[OH:6])=[CH:8][CH:9]=1. Reported procedure: To a solution of methyl [9-chloro-1-(6-methoxy-2-methylpyridin-3-yl)-1,2,3,4-tetrahydropyrimido[1,2-a]benzimidazol-6-yl](cyclopropyl)methanone (145.7 mg, 0.365 mmol) in tetrahydrofuran (2.0 mL) was added c-propylmagnesium bromide (1.0 M solution in tetrahydrofuran, 3.42 mL, 3.420 mmol). The reaction mixture was stirred at room temperature for 2 hrs. After cooling, the mixture was quenched with aqueous saturated ammonium chloride and extracted with ethyl acetate (×3). The combined organic layer w...